From a dataset of the Open Reaction Database (ORD), a public repository of structured organic reaction records. describe an organic reaction: reactants, conditions, products, and yield Starting materials: Cl.CC1CC2=C(CN1)C=CS2 (6-methyl-4,5,6,7-tetrahydro-thieno[3,2-c]-pyridine hydrochloride), COC(=O)C1=C(CBr)C=CC=C1 (o-methoxycarbonylbenzyl bromide), C([O-])([O-])=O.[Na+].[Na+] (sodium carbonate). Run in CN(C=O)C (dimethylformamide). Conditions: temperature 80 celsius, time 3 hour. The product is C(C)(C)O.C(C)(C)OC(C)C (isopropyl alcohol diisopropyl ether). Yield: 53.0%. As a reaction SMILES: Cl.[CH3:2][CH:3]1NC[C:6]2[CH:9]=[CH:10]SC=2[CH2:4]1.C[O:13][C:14]([C:16]1[CH:23]=CC=CC=1CBr)=O.C(=O)([O-])[O-:25].[Na+].[Na+]>CN(C)C=O>[CH:3]([OH:13])([CH3:4])[CH3:2].[CH:16]([O:25][CH:9]([CH3:6])[CH3:10])([CH3:14])[CH3:23] |f:0.1,3.4.5,7.8|. Procedure: A mixture of 6-methyl-4,5,6,7-tetrahydro-thieno[3,2-c]-pyridine hydrochloride (7.05 g; 37.2 mmoles), o-methoxycarbonylbenzyl bromide (9 g; 39.3 mmoles) and sodium carbonate (6.05 g; 57 mmoles) in dimethylformamide (100 cc) is stirred during 3 hours at 80° C. After cooling, the inorganic salts are filtered off and the filtrate is evaporated to dryness. The residue is dissolved in ether and the ether solution is washed with water and dried over sodium sulfate, after which the ether is evaporated o... Procedure: To a mixture of 4-ethynylanisole (700 mg, 5.30 mmol), 4-iodoanisole (1.30 g, 5.55 mmol), (PPh3)2PdCl2 (74.4 mg, 0.106 mmol), and CuI (10.1 mg, 0.053 mmol) in THF (7 ml), diisopropyl amine (1.13 g, 11.1 mmol) was added dropwise under ice cooling under argon atmosphere. After stirring at room temperature for 1 h, water was added, and the mixture was extracted with ethyl acetate. The organic layer was washed with water then saturated brine, dried over sodium sulfate and concentrated. The residue wa... Starting materials: O (water), C(#C)C1=CC=C(C=C1)OC (4-ethynylanisole), IC1=CC=C(C=C1)OC (4-iodoanisole), C(C)(C)NC(C)C (diisopropyl amine). The product is COC1=CC=C(C=C1)C#CC1=CC=C(C=C1)OC (bis(4-methoxyphenyl)ethyne). As a reaction SMILES: [C:1]([C:3]1[CH:8]=[CH:7][C:6]([O:9][CH3:10])=[CH:5][CH:4]=1)#[CH:2].I[C:12]1[CH:17]=[CH:16][C:15]([O:18][CH3:19])=[CH:14][CH:13]=1.C(NC(C)C)(C)C.O>C1COCC1.Cl[Pd](Cl)([P](C1C=CC=CC=1)(C1C=CC=CC=1)C1C=CC=CC=1)[P](C1C=CC=CC=1)(C1C=CC=CC=1)C1C=CC=CC=1.[Cu]I>[CH3:10][O:9][C:6]1[CH:7]=[CH:8][C:3]([C:1]#[C:2][C:12]2[CH:17]=[CH:16][C:15]([O:18][CH3:19])=[CH:14][CH:13]=2)=[CH:4][CH:5]=1 |^1:35,54|. Reaction conditions: time 1 hour. Run in C1CCOC1 (THF). Isolated yield 95.0%. Reagents/catalysts: Cl[Pd]([P](C1=CC=CC=C1)(C2=CC=CC=C2)C3=CC=CC=C3)([P](C4=CC=CC=C4)(C5=CC=CC=C5)C6=CC=CC=C6)Cl ((PPh3)2PdCl2), [Cu]I (CuI). Reactants: CC([C@@H](C(=O)N[C@H](C)C1=CC=CC=C1)NC(=O)[C@@H]([C@@H](C(=O)OC(C)(C)C)CCC)CC=C)(C)C (tert-butyl (2S, 3R)-3-({[(1S)-2,2-dimethyl-1-({[(1R)-1-phenylethyl]amino}carbonyl)propyl]amino}carbonyl)-2-(1-propyl)hex-5-enoate), CC=1C=C(C=CC1C1=CC=CC=C1)Br (3-methyl-4-phenylbromobenzene), C(C)#N (acetonitrile). The solvent is CN(C=O)C (dimethylformamide). Product: CC([C@@H](C(=O)N[C@H](C)C1=CC=CC=C1)NC(=O)[C@@H]([C@@H](C(=O)OC(C)(C)C)CCC)C\C=C\C1=CC(=C(C=C1)C1=CC=CC=C1)C)(C)C (tert-butyl (2S,3R,5E)-3-({[(1S)-2,2-dimethyl-1-({[(1R)-1-phenylethyl]amino}carbonyl)propyl]amino}carbonyl)-6-[3-methyl-(4-phenyl)phenyl]-2-(1-propyl)hex-5-enoate). Isolated yield 62.6%. As a reaction SMILES: [CH3:1][C:2]([CH3:34])([CH3:33])[C@H:3]([NH:15][C:16]([C@H:18]([CH2:30][CH:31]=[CH2:32])[C@H:19]([CH2:27][CH2:28][CH3:29])[C:20]([O:22][C:23]([CH3:26])([CH3:25])[CH3:24])=[O:21])=[O:17])[C:4]([NH:6][C@@H:7]([C:9]1[CH:14]=[CH:13][CH:12]=[CH:11][CH:10]=1)[CH3:8])=[O:5].[CH3:35][C:36]1[CH:37]=[C:38](Br)[CH:39]=[CH:40][C:41]=1[C:42]1[CH:47]=[CH:46][CH:45]=[CH:44][CH:43]=1.C(#N)C>CN(C)C=O>[CH3:34][C:2]([CH3:1])([CH3:33])[C@H:3]([NH:15][C:16]([C@H:18]([CH2:30]/[CH:31]=[CH:32]/[C:38]1[CH:39]=[CH:40][C:41]([C:42]2[CH:47]=[CH:46][CH:45]=[CH:44][CH:43]=2)=[C:36]([CH3:35])[CH:37]=1)[C@H:19]([CH2:27][CH2:28][CH3:29])[C:20]([O:22][C:23]([CH3:24])([CH3:26])[CH3:25])=[O:21])=[O:17])[C:4]([NH:6][C@@H:7]([C:9]1[CH:14]=[CH:13][CH:12]=[CH:11][CH:10]=1)[CH3:8])=[O:5]. Procedure: According to the method of Preparation 3, tert-butyl (2S, 3R)-3-({[(1S)-2,2-dimethyl-1-({[(1R)-1-phenylethyl]amino}carbonyl)propyl]amino}carbonyl)-2-(1-propyl)hex-5-enoate (543 mg, 1.15 mmol) was reacted with 3-methyl-4-phenylbromobenzene (356 mg, 1.44 mmol) under palladium catalysis in a mixture of anhydrous acetonitrile and dimethylformamide (2:5, 7 mL) at 90° C. for 17 h. The mixture was concentrated under reduced pressure, poured into ethyl acetate (100 mL) and washed with water (2×100 mL), ... Starting materials: CC(C)(C)N, ClCC(CCl)OCc1ccccc1, O. The product is CC(C)(C)N1CC(OCc2ccccc2)C1. RXN SMILES: [C:14]([CH3:15])([CH3:16])([CH3:17])[NH2:18].[CH2:1]([c:2]1[cH:3][cH:4][cH:5][cH:6][cH:7]1)[O:8][CH:9]([CH2:10][Cl:13])[CH2:12][Cl:11].[OH2:19]>>[CH2:1]([c:2]1[cH:3][cH:4][cH:5][cH:6][cH:7]1)[O:8][CH:9]1[CH2:10][N:18]([C:14]([CH3:15])([CH3:16])[CH3:17])[CH2:12]1. The reactants are C1CNCCN1, CCCCCC, CS(C)=O, CC(C)OC(C)C, COC(=O)c1ccc(Cl)nc1, O. Yields the product COC(=O)c1ccc(N2CCNCC2)nc1. Reaction SMILES: [CH2:12]1[CH2:13][NH:14][CH2:15][CH2:16][NH:17]1.[CH3:18][CH2:19][CH2:20][CH2:21][CH2:22][CH3:23].[CH3:31][S:32]([CH3:33])=[O:34].[CH:24]([O:25][CH:26]([CH3:27])[CH3:28])([CH3:29])[CH3:30].[Cl:1][c:2]1[n:3][cH:4][c:5]([C:6](=[O:7])[O:8][CH3:9])[cH:10][cH:11]1.[OH2:35]>>[c:2]1([N:14]2[CH2:13][CH2:12][NH:17][CH2:16][CH2:15]2)[n:3][cH:4][c:5]([C:6](=[O:7])[O:8][CH3:9])[cH:10][cH:11]1. The reactants are COc1cccc(C(=CCBr)c2ccccc2)c1, [Li]CCCC, Cc1ccccc1, CO, ClCCl, O, OCCO. The product is COc1cccc(C(=CCOCCO)c2ccccc2)c1. As a reaction SMILES: [Br:10][CH2:11][CH:12]=[C:13]([c:14]1[cH:15][cH:16][cH:17][cH:18][cH:19]1)[c:20]1[cH:21][c:22]([O:26][CH3:27])[cH:23][cH:24][cH:25]1.[CH2:1]([Li:2])[CH2:3][CH2:4][CH3:5].[CH3:29][c:30]1[cH:31][cH:32][cH:33][cH:34][cH:35]1.[CH3:39][OH:40].[Cl:36][CH2:37][Cl:38].[OH2:28].[OH:6][CH2:7][CH2:8][OH:9]>>[O:6]([CH2:7][CH2:8][OH:9])[CH2:11][CH:12]=[C:13]([c:14]1[cH:15][cH:16][cH:17][cH:18][cH:19]1)[c:20]1[cH:21][c:22]([O:26][CH3:27])[cH:23][cH:24][cH:25]1.